The task is: describe an organic reaction: reactants, conditions, products, and yield. This data is from the Open Reaction Database (ORD), a public repository of structured organic reaction records. The reactants are C(C)(C)(C)O[AlH-](OC(C)(C)C)OC(C)(C)C.[Li+] (Lithium tri-t-butoxyaluminohydride), C=C1[C@]2(C)[C@@H](CC1)[C@@H]1CCC3=CC(CC[C@@H]3[C@H]1CC2)=O (17-Methylenestr-4-en-3-one), [O-]S(=O)(=O)[O-].[Na+].[Na+] (Glauber's salt). Run in CCOCC (ether). Conditions: time 4 hour. Yields the product C=C1[C@]2(C)[C@@H](CC1)[C@@H]1CCC3=C[C@H](CC[C@@H]3[C@H]1CC2)O (17-Methylenestr-4-en-3β-ol). As a reaction SMILES: C(O[AlH-](OC(C)(C)C)OC(C)(C)C)(C)(C)C.[Li+].[CH2:18]=[C:19]1[CH2:24][CH2:23][C@H:22]2[C@H:25]3[C@H:34]([CH2:35][CH2:36][C@:20]12[CH3:21])[C@@H:33]1[C:28](=[CH:29][C:30](=[O:37])[CH2:31][CH2:32]1)[CH2:27][CH2:26]3.[O-]S([O-])(=O)=O.[Na+].[Na+]>CCOCC>[CH2:18]=[C:19]1[CH2:24][CH2:23][C@H:22]2[C@H:25]3[C@H:34]([CH2:35][CH2:36][C@:20]12[CH3:21])[C@@H:33]1[C:28](=[CH:29][C@@H:30]([OH:37])[CH2:31][CH2:32]1)[CH2:27][CH2:26]3 |f:0.1,3.4.5|. Procedure: Lithium tri-t-butoxyaluminohydride (766.6 mg, 3.015 mmol) was added to a solution of 17-methylenestr-4-en-3-one (16, 203.7 mg, 0.7533 mmol) in 10 mL of anh. ether and the reaction was stirred 4 h. See FIG. 18. Glauber's salt (3.80 g) was added and the suspension was stirred an additional ½ h. The mixture was filtered through diatomaceous earth and the residue was washed five times with 10 mL portions of ether. The combined filtrates were concentrated under reduced pressure and then subjected to ... Reactants: C=CCC1(c2ccc(F)cc2)CCN(C(C)c2ccc(-c3cccn(C)c3=O)cc2)C(=O)O1, C1CCOC1, CC(C)C(C)BC(C)C(C)C. RXN SMILES: [CH2:1]([CH:2]=[CH2:3])[C:4]1([c:27]2[cH:28][cH:29][c:30]([F:33])[cH:31][cH:32]2)[CH2:5][CH2:6][N:7]([CH:11]([CH3:12])[c:13]2[cH:14][cH:15][c:16](-[c:19]3[c:20](=[O:26])[n:21]([CH3:25])[cH:22][cH:23][cH:24]3)[cH:17][cH:18]2)[C:8](=[O:10])[O:9]1.[CH2:45]1[CH2:48][CH2:47][CH2:46][O:49]1.[CH:34]([BH:35][CH:36]([CH:37]([CH3:38])[CH3:39])[CH3:40])([CH:41]([CH3:42])[CH3:43])[CH3:44]>>[CH2:1]([CH2:2][CH2:3][OH:49])[C:4]1([c:27]2[cH:28][cH:29][c:30]([F:33])[cH:31][cH:32]2)[CH2:5][CH2:6][N:7]([CH:11]([CH3:12])[c:13]2[cH:14][cH:15][c:16](-[c:19]3[c:20](=[O:26])[n:21]([CH3:25])[cH:22][cH:23][cH:24]3)[cH:17][cH:18]2)[C:8](=[O:10])[O:9]1. Product: CC(c1ccc(-c2cccn(C)c2=O)cc1)N1CCC(CCCO)(c2ccc(F)cc2)OC1=O. Reactants: FC1=C(C=C(C=C1)F)[C@@H]1N(CCC1)C1=NC=2N(C=C1)N=CC2N ((R)-5-(2-(2,5-difluorophenyl)pyrrolidin-1-yl)pyrazolo[1,5-a]pyrimidin-3-amine), C1=CN(C=N1)C(=O)N2C=CN=C2 (CDI), C(C)(C)N1CCNCC1 (1-isopropylpiperazine). The solvent is C(Cl)Cl (DCM). Reaction conditions: time 2 hour. Product: FC1=C(C=C(C=C1)F)[C@@H]1N(CCC1)C1=NC=2N(C=C1)N=CC2NC(=O)N2CCN(CC2)C(C)C ((R)—N-(5-(2-(2,5-difluorophenyl)pyrrolidin-1-yl)pyrazolo[1,5-a]pyrimidin-3-yl)-4-isopropylpiperazine-1-carboxamide). Isolated yield 89.7%. RXN SMILES: [F:1][C:2]1[CH:7]=[CH:6][C:5]([F:8])=[CH:4][C:3]=1[C@H:9]1[CH2:13][CH2:12][CH2:11][N:10]1[C:14]1[CH:19]=[CH:18][N:17]2[N:20]=[CH:21][C:22]([NH2:23])=[C:16]2[N:15]=1.C1N=CN([C:29](N2C=NC=C2)=[O:30])C=1.[CH:36]([N:39]1[CH2:44][CH2:43][NH:42][CH2:41][CH2:40]1)([CH3:38])[CH3:37]>C(Cl)Cl>[F:1][C:2]1[CH:7]=[CH:6][C:5]([F:8])=[CH:4][C:3]=1[C@H:9]1[CH2:13][CH2:12][CH2:11][N:10]1[C:14]1[CH:19]=[CH:18][N:17]2[N:20]=[CH:21][C:22]([NH:23][C:29]([N:42]3[CH2:43][CH2:44][N:39]([CH:36]([CH3:38])[CH3:37])[CH2:40][CH2:41]3)=[O:30])=[C:16]2[N:15]=1. Reported procedure: To a DCM (0.8 mL) solution of (R)-5-(2-(2,5-difluorophenyl)pyrrolidin-1-yl)pyrazolo[1,5-a]pyrimidin-3-amine (Preparation B; 30 mg, 0.095 mmol) was added CDI (31 mg, 0.19 mmol) at ambient temperature in one portion. After stirring two hours, 1-isopropylpiperazine (24 mg, 0.19 mmol) was added in one portion. The reaction was stirred for 5 minutes before it was concentrated and directly purified by reverse-phase column chromatography, eluting with 5 to 45% acetonitrile/water to yield the final prod... Reactants: [N+](=O)([O-])C1=C(C=CC(=C1)N1C=CC=C1)N (2-nitro-4-pyrrol-1-yl-phenylamine), IC=1C=C(C=CC1)C1=CC(OC(O1)(C)C)=O (6-(3-iodo-phenyl)-2,2-dimethyl-[1,3]dioxin-4-one). Yields the product IC=1C=C(C=CC1)C(CC(=O)NC1=C(C=C(C=C1)N1C=CC=C1)[N+](=O)[O-])=O (3-(3-Iodo-phenyl)-N-(2-nitro-4-pyrrol-1-yl-phenyl)-3-oxo-propionamide), solid. RXN SMILES: [N+:1]([C:4]1[CH:9]=[C:8]([N:10]2[CH:14]=[CH:13][CH:12]=[CH:11]2)[CH:7]=[CH:6][C:5]=1[NH2:15])([O-:3])=[O:2].[I:16][C:17]1[CH:18]=[C:19]([C:23]2[O:28]C(C)(C)[O:26][C:25](=O)[CH:24]=2)[CH:20]=[CH:21][CH:22]=1>>[I:16][C:17]1[CH:18]=[C:19]([C:23](=[O:28])[CH2:24][C:25]([NH:15][C:5]2[CH:6]=[CH:7][C:8]([N:10]3[CH:14]=[CH:13][CH:12]=[CH:11]3)=[CH:9][C:4]=2[N+:1]([O-:3])=[O:2])=[O:26])[CH:20]=[CH:21][CH:22]=1. Procedure: The title compound was prepared from 2-nitro-4-pyrrol-1-yl-phenylamine (Example E1) (610 mg, 3 mmol) and 6-(3-iodo-phenyl)-2,2-dimethyl-[1,3]dioxin-4-one (Example L4) (1.49 g, 4.5 mmol) according to the general procedure M. Obtained as a brown solid (876 mg). Reaction SMILES: [CH3:1][O:2][C:3]1[CH:8]=[CH:7][N:6]=[C:5]([CH2:9][CH2:10][C:11]2[NH:20][C:14]3=[N:15][CH:16]=[C:17](Br)[CH:18]=[C:13]3[N:12]=2)[CH:4]=1.[CH3:21][O:22][C:23]1[CH:24]=[C:25](B(O)O)[CH:26]=[CH:27][C:28]=1[O:29][CH3:30].C(=O)([O-])[O-].[K+].[K+].[Cl-].[Li+]>O1CCOCC1.O.C1C=CC([P]([Pd]([P](C2C=CC=CC=2)(C2C=CC=CC=2)C2C=CC=CC=2)([P](C2C=CC=CC=2)(C2C=CC=CC=2)C2C=CC=CC=2)[P](C2C=CC=CC=2)(C2C=CC=CC=2)C2C=CC=CC=2)(C2C=CC=CC=2)C2C=CC=CC=2)=CC=1>[CH3:1][O:2][C:3]1[CH:8]=[CH:7][N:6]=[C:5]([CH2:9][CH2:10][C:11]2[NH:20][C:14]3=[N:15][CH:16]=[C:17]([C:26]4[CH:25]=[CH:24][C:23]([O:22][CH3:21])=[C:28]([O:29][CH3:30])[CH:27]=4)[CH:18]=[C:13]3[N:12]=2)[CH:4]=1 |f:2.3.4,5.6,^1:52,54,73,92|. The solvent is O (water), O1CCOCC1 (dioxane), O (water). Reagents/catalysts: C=1C=CC(=CC1)[P](C=2C=CC=CC2)(C=3C=CC=CC3)[Pd]([P](C=4C=CC=CC4)(C=5C=CC=CC5)C=6C=CC=CC6)([P](C=7C=CC=CC7)(C=8C=CC=CC8)C=9C=CC=CC9)[P](C=1C=CC=CC1)(C=1C=CC=CC1)C=1C=CC=CC1 (tetrakis(triphenylphosphine)palladium(0)). Product: COC1=CC(=NC=C1)CCC1=NC=2C(=NC=C(C2)C2=CC(=C(C=C2)OC)OC)N1 (2-[2-(4-Methoxypyridin-2-yl)ethyl]-6-(3,4-dimethoxyphenyl)-3H-imidazo[4,5-b]pyridine). The yield is 30.7%. Procedure details: 0.50 g of 2-[2-(4-methoxypyridin-2-yl)ethyl]-6-bromo-3H-imidazo[4,5-b]pyridine (example 6) and 0.41 g of 3,4-dimethoxyphenylboronic acid are dissolved in 25 ml of degassed dioxane. Then a solution of 0.415 g of potassium carbonate and 0.127 g of lithium chloride in 19 ml of degassed water and 0.173 g of tetrakis(triphenylphosphine)palladium(0) are added. The mixture is heated to reflux under N2 for 48 hours and, after cooling and addition of water, it is extracted three times with dichloromethan... Starting materials: COC1=CC(=NC=C1)CCC1=NC=2C(=NC=C(C2)Br)N1 (2-[2-(4-methoxypyridin-2-yl)ethyl]-6-bromo-3H-imidazo[4,5-b]pyridine), COC=1C=C(C=CC1OC)B(O)O (3,4-dimethoxyphenylboronic acid), C([O-])([O-])=O.[K+].[K+] (potassium carbonate), [Cl-].[Li+] (lithium chloride). The reactants are CS(C)=O, COc1cc2nccc(Cl)c2cc1OC, Cl, [H-], Cc1c(N)ccc(O)c1C, [Na+], O. The product is COc1cc2nccc(Oc3ccc(N)c(C)c3C)c2cc1OC. As a reaction SMILES: [CH3:3][S:4](=[O:5])[CH3:6].[Cl:18][c:19]1[cH:20][cH:21][n:22][c:23]2[cH:24][c:25]([O:31][CH3:32])[c:26]([O:29][CH3:30])[cH:27][c:28]12.[ClH:7].[H-:1].[NH2:8][c:9]1[c:10]([CH3:17])[c:11]([CH3:16])[c:12]([OH:15])[cH:13][cH:14]1.[Na+:2].[OH2:33]>>[NH2:8][c:9]1[c:10]([CH3:17])[c:11]([CH3:16])[c:12]([O:15][c:19]2[cH:20][cH:21][n:22][c:23]3[cH:24][c:25]([O:31][CH3:32])[c:26]([O:29][CH3:30])[cH:27][c:28]23)[cH:13][cH:14]1. The reactants are CC(=O)OC(C)CCCCn1c(=O)c2c(nc(C)n2Cc2ccccc2)n(C)c1=O, CO, Cl. Yields the product Cc1nc2c(c(=O)n(CCCCC(C)O)c(=O)n2C)n1Cc1ccccc1. As a reaction SMILES: [C:1](=[O:2])([CH3:3])[O:4][CH:5]([CH2:6][CH2:7][CH2:8][CH2:9][n:10]1[c:11](=[O:12])[n:13]([CH3:29])[c:14]2[n:15][c:16]([CH3:28])[n:17]([CH2:21][c:22]3[cH:23][cH:24][cH:25][cH:26][cH:27]3)[c:18]2[c:19]1=[O:20])[CH3:30].[CH3:32][OH:33].[ClH:31]>>[OH:4][CH:5]([CH2:6][CH2:7][CH2:8][CH2:9][n:10]1[c:11](=[O:12])[n:13]([CH3:29])[c:14]2[n:15][c:16]([CH3:28])[n:17]([CH2:21][c:22]3[cH:23][cH:24][cH:25][cH:26][cH:27]3)[c:18]2[c:19]1=[O:20])[CH3:30].